This data is from the Open Reaction Database (ORD), a public repository of structured organic reaction records. The task is: describe an organic reaction: reactants, conditions, products, and yield Starting materials: FC=1C=C(C=CC1S(=O)(=O)C)C1=C(N=C(S1)N=C=O)C (5-(3-fluoro-4-methanesulfonyl-phenyl)-2-isocyanato-4-methyl-thiazole), NCCO (2-aminoethanol). Solvent: O1CCOCC1 (dioxane). Conditions: temperature 80 celsius. The product is FC=1C=C(C=CC1S(=O)(=O)C)C1=C(N=C(S1)NC(=O)NCCO)C (1-[5-(3-Fluoro-4-methanesulfonyl-phenyl)-4-methyl-thiazol-2-yl]-3-(2-hydroxy-ethyl)-urea). As a reaction SMILES: [F:1][C:2]1[CH:3]=[C:4]([C:12]2[S:16][C:15]([N:17]=[C:18]=[O:19])=[N:14][C:13]=2[CH3:20])[CH:5]=[CH:6][C:7]=1[S:8]([CH3:11])(=[O:10])=[O:9].[NH2:21][CH2:22][CH2:23][OH:24]>O1CCOCC1>[F:1][C:2]1[CH:3]=[C:4]([C:12]2[S:16][C:15]([NH:17][C:18]([NH:21][CH2:22][CH2:23][OH:24])=[O:19])=[N:14][C:13]=2[CH3:20])[CH:5]=[CH:6][C:7]=1[S:8]([CH3:11])(=[O:10])=[O:9]. Procedure: 5-(3-fluoro-4-methanesulfonyl-phenyl)-2-isocyanato-4-methyl-thiazole (88a) (0.58 mmol, 0.183 g) is dissolved in dioxane (5 ml) and treated with 2-aminoethanol (0.64 mmol, 0.039 ml) under argon. The reaction mixture is stirred and heated to 80° C. for 1 hour. The solvent is then removed and the residue dissolved in EtOAc and washed with water (2×20 ml) followed by brine (20 ml) and dried over MgSO4. After filtration, the solvent is removed in vacuo and the residue purified by chromatography on si... Reactants: C1(=CC=CC=C1)SC1=CC=C(C=C1)OCCOCCOC (4-[2-(2-methoxyethoxy)ethoxy]phenyl phenyl sulfide), O.O.O.O.O.S(=S)(=O)([O-])[O-].[Na+].[Na+] (sodium thiosulfate pentahydrate), OO (hydrogen peroxide). Run in C(C)(=O)O (acetic acid), O (water), O (water), C1(=CC=CC=C1)C (toluene), C(C)(=O)OCC (ethyl acetate). Run at time 18 hour. The product is C1(=CC=CC=C1)S(=O)C1=CC=C(C=C1)OCCOCCOC (4-[2-(2-methoxyethoxy)ethoxy]phenyl phenyl sulfoxide). Yield: 993.8%. RXN SMILES: [C:1]1([S:7][C:8]2[CH:13]=[CH:12][C:11]([O:14][CH2:15][CH2:16][O:17][CH2:18][CH2:19][O:20][CH3:21])=[CH:10][CH:9]=2)[CH:6]=[CH:5][CH:4]=[CH:3][CH:2]=1.OO.O.O.O.O.O.S([O-])([O-])(=[O:31])=S.[Na+].[Na+]>C(O)(=O)C.O.C(OCC)(=O)C.C1(C)C=CC=CC=1>[C:1]1([S:7]([C:8]2[CH:13]=[CH:12][C:11]([O:14][CH2:15][CH2:16][O:17][CH2:18][CH2:19][O:20][CH3:21])=[CH:10][CH:9]=2)=[O:31])[CH:6]=[CH:5][CH:4]=[CH:3][CH:2]=1 |f:2.3.4.5.6.7.8.9|. Procedure details: In 770 g of acetic acid was dissolved 109.3 g of 4-[2-(2-methoxyethoxy)ethoxy]phenyl phenyl sulfide obtained in Synthesis Example 1-38. While the solution was maintained at an internal temperature of 30° C., 34.5 g of 35 wt % aqueous hydrogen peroxide was added dropwise. The reaction solution was aged at room temperature for 18 hours, after which under ice cooling, a mixture of 8.8 g sodium thiosulfate pentahydrate and 80 g water was added dropwise to quench the reaction. The solution was combin... The reactants are ClC1=C(C2=C(N=CN=C2NC2CCNCC2)S1)C (6-chloro-5-methyl-N-(piperidin-4-yl)thieno[2,3-d]pyrimidin-4-amine), BrCC1=C(C#N)C=CC=C1 (2-(bromomethyl) benzonitrile). Yields the product ClC1=C(C2=C(N=CN=C2NC2CCN(CC2)CC2=C(C#N)C=CC=C2)S1)C (2-((4-(6-Chloro-5-methylthieno[2,3-d]pyrimidin-4-ylamino)piperidin-1-yl)methyl) benzonitrile). RXN SMILES: [Cl:1][C:2]1[S:17][C:5]2[N:6]=[CH:7][N:8]=[C:9]([NH:10][CH:11]3[CH2:16][CH2:15][NH:14][CH2:13][CH2:12]3)[C:4]=2[C:3]=1[CH3:18].Br[CH2:20][C:21]1[CH:28]=[CH:27][CH:26]=[CH:25][C:22]=1[C:23]#[N:24]>>[Cl:1][C:2]1[S:17][C:5]2[N:6]=[CH:7][N:8]=[C:9]([NH:10][CH:11]3[CH2:12][CH2:13][N:14]([CH2:20][C:21]4[CH:28]=[CH:27][CH:26]=[CH:25][C:22]=4[C:23]#[N:24])[CH2:15][CH2:16]3)[C:4]=2[C:3]=1[CH3:18]. Reported procedure: The title compound was prepared (100 mg, 75%) from 6-chloro-5-methyl-N-(piperidin-4-yl)thieno[2,3-d]pyrimidin-4-amine (95 mg, 0.336 mmol) and 2-(bromomethyl) benzonitrile (73 mg, 0.37 mmol) by following the general procedure described for Preparation 12. 1H NMR (400 MHz, CDCl3): δ 8.40 (s, 1H), 7.65 (d, 1H), 7.55 (m, 2H), 7.35 (m, 1H), 5.30 (d, 1H), 4.25 (m, 1H), 3.7 (s, 2H), 2.85 (m, 2H), 2.50 (s, 3H), 2.40 (m, 2H), 2.10 (m, 2H), 1.40 (m, 2H). MS (ESI) m/z: Calculated: 397.92; Observed: 398.2 (...